This data is from the Open Reaction Database (ORD), a public repository of structured organic reaction records. The task is: describe an organic reaction: reactants, conditions, products, and yield The reactants are [BH4-], CC(=O)O, COC(=O)c1cccc(CN)c1, CO, O=Cc1ccccc1, CC(Cl)Cl, Cl, [Na+]. Product: COC(=O)c1cccc(CNCc2ccccc2)c1. Reaction SMILES: [BH4-:26].[C:14]([OH:15])(=[O:16])[CH3:17].[CH3:2][O:3][C:4]([c:5]1[cH:6][c:7]([CH2:11][NH2:12])[cH:8][cH:9][cH:10]1)=[O:13].[CH3:32][OH:33].[CH:18](=[O:19])[c:20]1[cH:21][cH:22][cH:23][cH:24][cH:25]1.[Cl:28][CH:29]([Cl:30])[CH3:31].[ClH:1].[Na+:27]>>[CH3:2][O:3][C:4]([c:5]1[cH:6][c:7]([CH2:11][NH:12][CH2:18][c:20]2[cH:21][cH:22][cH:23][cH:24][cH:25]2)[cH:8][cH:9][cH:10]1)=[O:13]. Reactants: [OH-].[Na+] (sodium hydroxide), ethyl ester, CCOCC (ether), CC=1C=C(C(=O)OCC)C=C(C1OCCCC#C)C (Ethyl 3,5-dimethyl-4-(3-ethynylpropoxy)benzoate), [OH-].[Li+] (lithium hydroxide). Solvent: C(C)O (ethanol), O (water), CO (methanol). Conditions: time 3 day. Product: CC=1C=C(C(=O)O)C=C(C1OCCCC#C)C (3,5-dimethyl-4-(3-ethynylpropoxy)benzoic acid). The yield is 71.2%. Reaction SMILES: [CH3:1][C:2]1[CH:3]=[C:4]([CH:10]=[C:11]([CH3:19])[C:12]=1[O:13][CH2:14][CH2:15][CH2:16][C:17]#[CH:18])[C:5]([O:7]CC)=[O:6].[OH-].[Li+].[OH-].[Na+].CCOCC>CO.O.C(O)C>[CH3:1][C:2]1[CH:3]=[C:4]([CH:10]=[C:11]([CH3:19])[C:12]=1[O:13][CH2:14][CH2:15][CH2:16][C:17]#[CH:18])[C:5]([OH:7])=[O:6] |f:1.2,3.4|. Procedure: The ethyl ester of part (a) (7.4 g) was hydrolyzed, first with 0.9 g lithium hydroxide in 25 ml methanol and 10 ml water, stirred at room temperature for 3 days, and then with 50 ml 10% sodium hydroxide in 100 ml ethanol, heated at reflux for 2 hrs. The product was isolated by acidification, extraction with ether and concentration to give 4.7 g 3,5-dimethyl-4-(3-ethynylpropoxy)benzoic acid, m.p. 129°-130° C. The reactants are OBO, CC(C)c1ccc(N)c(Br)c1, O=[N+]([O-])c1ccccc1. Product: CC(C)c1ccc(N)c(-c2cccc([N+](=O)[O-])c2)c1. As a reaction SMILES: [BH:12]([OH:13])[OH:14].[Br:1][c:2]1[c:3]([NH2:4])[cH:5][cH:6][c:7]([CH:9]([CH3:10])[CH3:11])[cH:8]1.[N+:15](=[O:16])([O-:17])[c:18]1[cH:19][cH:20][cH:21][cH:22][cH:23]1>>[c:2]1(-[c:22]2[cH:21][cH:20][cH:19][c:18]([N+:15](=[O:16])[O-:17])[cH:23]2)[c:3]([NH2:4])[cH:5][cH:6][c:7]([CH:9]([CH3:10])[CH3:11])[cH:8]1. Reactants: C(O)([O-])=O.[Na+] (sodium hydrogen carbonate), COC1=CC=CC=2[C@H]3CCN([C@H]3CCC21)CCCCN2C(C=1C(C2=O)=CC=CC1)=O (rac-cis-N-[4-(1,2,3a,4,5,9b-hexahydro-6-methoxy-3H-benzo[e]indol-3-yl)butyl]phthalimide), B(Br)(Br)Br (boron tribromide), Cl (HCl), [OH-].[Na+] (sodium hydroxide). The solvent is O (water), C(C)O (ethanol), C(Cl)Cl (methylene chloride), C(Cl)Cl (methylene chloride). Run at time 1.5 hour. The product is Cl.OC1=CC=CC=2[C@H]3CCN([C@H]3CCC21)CCCCN2C(C=1C(C2=O)=CC=CC1)=O (rac-N-[4-(cis-1,2,3a,4,5,9b-hexahydro-6-hydroxy-3H-benzo[e]indol-3-yl)butyl]phthalimide hydrochloride). The yield is 14.0%. RXN SMILES: C[O:2][C:3]1[C:15]2[CH2:14][CH2:13][C@H:12]3[C@H:8]([CH2:9][CH2:10][N:11]3[CH2:16][CH2:17][CH2:18][CH2:19][N:20]3[C:24](=[O:25])[C:23]4=[CH:26][CH:27]=[CH:28][CH:29]=[C:22]4[C:21]3=[O:30])[C:7]=2[CH:6]=[CH:5][CH:4]=1.B(Br)(Br)Br.[OH-].[Na+].C(=O)([O-])O.[Na+].[ClH:42]>C(Cl)Cl.C(O)C.O>[ClH:42].[OH:2][C:3]1[C:15]2[CH2:14][CH2:13][C@H:12]3[C@H:8]([CH2:9][CH2:10][N:11]3[CH2:16][CH2:17][CH2:18][CH2:19][N:20]3[C:21](=[O:30])[C:22]4=[CH:29][CH:28]=[CH:27][CH:26]=[C:23]4[C:24]3=[O:25])[C:7]=2[CH:6]=[CH:5][CH:4]=1 |f:2.3,4.5,10.11|. Reported procedure: A solution of 2.00 g (0.005 mol) of rac-cis-N-[4-(1,2,3a,4,5,9b-hexahydro-6-methoxy-3H-benzo[e]indol-3-yl)butyl]phthalimide in 100 ml of methylene chloride was treated dropwise with a solution of 2.4 ml (0.025 mol) of boron tribromide in 100 ml of methylene chloride, whereupon the mixture was stirred at room temperature for 1.5 hours. 32 ml (0.065 mol) of 2N sodium hydroxide solution were added dropwise while cooling with an ice bath. The mixture was poured into water, whereupon an aqueous sodiu... Reactants: CI, CN(C)P(=O)(N(C)C)N(C)C, CCOC(=O)c1cc2cc(Cl)ccc2[nH]1, [H-], [Na+], O. Yields the product CCOC(=O)c1cc2cc(Cl)ccc2n1C. As a reaction SMILES: [CH3:18][I:19].[CH3:21][N:22]([CH3:23])[P:24](=[O:25])([N:26]([CH3:27])[CH3:28])[N:29]([CH3:30])[CH3:31].[Cl:3][c:4]1[cH:5][c:6]2[cH:7][c:8]([C:13](=[O:14])[O:15][CH2:16][CH3:17])[nH:9][c:10]2[cH:11][cH:12]1.[H-:1].[Na+:2].[OH2:20]>>[Cl:3][c:4]1[cH:5][c:6]2[cH:7][c:8]([C:13](=[O:14])[O:15][CH2:16][CH3:17])[n:9]([CH3:18])[c:10]2[cH:11][cH:12]1. Reactants: Cl (HCl), COC(CNC(=O)C1=CNC(=C1)C1=NC=CC(=C1)OC1=C(C=CC(=C1)C(=O)NC1=C(C=CC(=C1)C)F)F)=O (methyl[({5-[4-(2-fluoro-5-{[(2-fluoro-5-methylphenyl)amino]carbonyl}phenoxy)pyridin-2-yl]-1H-pyrrol-3-yl}carbonyl)amino]acetate), C1CCOC1.CO (THF MeOH), [OH-].[Na+] (NaOH). The solvent is O (water). Conditions: time 1 hour. Yields the product FC1=C(OC2=CC(=NC=C2)C2=CC(=CN2)C(=O)NCC(=O)O)C=C(C=C1)C(=O)NC1=C(C=CC(=C1)C)F ([({5-[4-(2-fluoro-5-{[(2-fluoro-5-methylphenyl)amino]carbonyl}phenoxy)pyridin-2-yl]-1H-pyrrol-3-yl}carbonyl)amino]acetic acid). As a reaction SMILES: C[O:2][C:3](=[O:38])[CH2:4][NH:5][C:6]([C:8]1[CH:12]=[C:11]([C:13]2[CH:18]=[C:17]([O:19][C:20]3[CH:25]=[C:24]([C:26]([NH:28][C:29]4[CH:34]=[C:33]([CH3:35])[CH:32]=[CH:31][C:30]=4[F:36])=[O:27])[CH:23]=[CH:22][C:21]=3[F:37])[CH:16]=[CH:15][N:14]=2)[NH:10][CH:9]=1)=[O:7].C1COCC1.CO.[OH-].[Na+].Cl>O>[F:37][C:21]1[CH:22]=[CH:23][C:24]([C:26]([NH:28][C:29]2[CH:34]=[C:33]([CH3:35])[CH:32]=[CH:31][C:30]=2[F:36])=[O:27])=[CH:25][C:20]=1[O:19][C:17]1[CH:16]=[CH:15][N:14]=[C:13]([C:11]2[NH:10][CH:9]=[C:8]([C:6]([NH:5][CH2:4][C:3]([OH:38])=[O:2])=[O:7])[CH:12]=2)[CH:18]=1 |f:1.2,3.4|. Procedure details: To a stirred solution of methyl[({5-[4-(2-fluoro-5-{[(2-fluoro-5-methylphenyl)amino]carbonyl}phenoxy)pyridin-2-yl]-1H-pyrrol-3-yl}carbonyl)amino]acetate (110 mg, 0.21 mmol) in a mixture of solvents THF/MeOH (5 ml/5 ml) was added 1M NaOH solution (1 ml, 1 mmol). The mixture was stirred at room temperature for 1 hour, and poured into 100 ml of water. 2M HCl was added until pH=4. The precipitates were filtered, washed with water and dried in vacuo to give [({5-[4-(2-fluoro-5-{[(2-fluoro-5-methylphe...